Dataset: the Open Reaction Database (ORD), a public repository of structured organic reaction records. Task: describe an organic reaction: reactants, conditions, products, and yield Starting materials: C(CC)SC1=NC2=C(N1CC1=CC=C(C=C1)C=1C(=CC=CC1)C(=O)OC(C)(C)C)C=CC=C2 (tert.butyl 4'-[(2-n-propylthio-benzimidazol-1-yl)-methyl]biphenyl-2-carboxylate), FC(C(=O)O)(F)F (trifluoroacetic acid). The product is C(CC)SC1=NC2=C(N1CC1=CC=C(C=C1)C=1C(=CC=CC1)C(=O)O)C=CC=C2 (4'-[(2-n-Propylthio-benzimidazol-1-yl)-methyl]biphenyl-2-carboxylic acid). As a reaction SMILES: [CH2:1]([S:4][C:5]1[N:9]([CH2:10][C:11]2[CH:16]=[CH:15][C:14]([C:17]3[C:18]([C:23]([O:25]C(C)(C)C)=[O:24])=[CH:19][CH:20]=[CH:21][CH:22]=3)=[CH:13][CH:12]=2)[C:8]2[CH:30]=[CH:31][CH:32]=[CH:33][C:7]=2[N:6]=1)[CH2:2][CH3:3].FC(F)(F)C(O)=O>>[CH2:1]([S:4][C:5]1[N:9]([CH2:10][C:11]2[CH:12]=[CH:13][C:14]([C:17]3[C:18]([C:23]([OH:25])=[O:24])=[CH:19][CH:20]=[CH:21][CH:22]=3)=[CH:15][CH:16]=2)[C:8]2[CH:30]=[CH:31][CH:32]=[CH:33][C:7]=2[N:6]=1)[CH2:2][CH3:3]. Reported procedure: Prepared in analogous manner to Example 9 from tert.butyl 4'-[(2-n-propylthio-benzimidazol-1-yl)-methyl]biphenyl-2-carboxylate and trifluoroacetic acid. Reactants: [Na] (sodium), C(C)O (ethanol), C(C)N1C(C(=C(C2=CC=C(N=C12)C)Cl)C(=O)OCC)=O (1-ethyl-1,2-dihydro-4-chloro-7-methyl-2-oxo-1,8-naphthyridine-3-carboxylic acid, ethyl ester). The solvent is O (water). Product: C(C)N1C(C(=C(C2=CC=C(N=C12)C)OCC)C(=O)OCC)=O (1-Ethyl-1,2-dihydro-4-ethoxy-7-methyl-2-oxo-1,8-naphthyridine-3-carboxylic acid, ethyl ester). RXN SMILES: [Na].[CH2:2]([OH:4])[CH3:3].[CH2:5]([N:7]1[C:16]2[C:11](=[CH:12][CH:13]=[C:14]([CH3:17])[N:15]=2)[C:10](Cl)=[C:9]([C:19]([O:21][CH2:22][CH3:23])=[O:20])[C:8]1=[O:24])[CH3:6]>O>[CH2:5]([N:7]1[C:16]2[C:11](=[CH:12][CH:13]=[C:14]([CH3:17])[N:15]=2)[C:10]([O:4][CH2:2][CH3:3])=[C:9]([C:19]([O:21][CH2:22][CH3:23])=[O:20])[C:8]1=[O:24])[CH3:6] |^1:0|. Procedure details: To a solution of 0.11 g. (0.005 g. atoms) of sodium in 20 ml. of ethanol was added 1.47 g. (0.005 mole) of 1-ethyl-1,2-dihydro-4-chloro-7-methyl-2-oxo-1,8-naphthyridine-3-carboxylic acid, ethyl ester. The mixture was heated under reflux for 4 hours. The mixture was cooled and was diluted with water. The precipitate which formed was collected, air dried and was recrystallized from heptane to give 0.5 g. of the title compound, m.p. 77°-9° C. Reactants: IC=1N=CN2C1SC=C2 (7-iodoimidazo[5,1-b]thiazole), [Si](C)(C)(C(C)(C)C)O[C@@H]1C[C@H](N(C1)C(=O)OCC1=CC=C(C=C1)[N+](=O)[O-])C=O ((2S,4R)-4-t-butyldimethylsilyloxy-1-(4-nitrobenzyloxycarbonyl)pyrrolidine-2-aldehyde). Yields the product [Si](C)(C)(C(C)(C)C)O[C@@H]1C[C@H](N(C1)C(=O)OCC1=CC=C(C=C1)[N+](=O)[O-])C(C=1N=CN2C1SC=C2)O (7-[[(2S,4R)-4-t-Butyldimethylsilyloxy-1-(4-nitrobenzyloxycarbonyl)pyrrolidin-2-yl]hydroxymethyl]-imidazo[5,1-b]thiazole). Yield: 69.5%. RXN SMILES: I[C:2]1[N:3]=[CH:4][N:5]2[CH:9]=[CH:8][S:7][C:6]=12.[Si:10]([O:17][C@H:18]1[CH2:22][N:21]([C:23]([O:25][CH2:26][C:27]2[CH:32]=[CH:31][C:30]([N+:33]([O-:35])=[O:34])=[CH:29][CH:28]=2)=[O:24])[C@H:20]([CH:36]=[O:37])[CH2:19]1)([C:13]([CH3:16])([CH3:15])[CH3:14])([CH3:12])[CH3:11]>>[Si:10]([O:17][C@H:18]1[CH2:22][N:21]([C:23]([O:25][CH2:26][C:27]2[CH:32]=[CH:31][C:30]([N+:33]([O-:35])=[O:34])=[CH:29][CH:28]=2)=[O:24])[C@H:20]([CH:36]([OH:37])[C:2]2[N:3]=[CH:4][N:5]3[CH:9]=[CH:8][S:7][C:6]=23)[CH2:19]1)([C:13]([CH3:16])([CH3:15])[CH3:14])([CH3:12])[CH3:11]. Procedure: 7-[[(2S,4R)-4-t-Butyldimethylsilyloxy-1-(4-nitrobenzyloxycarbonyl)pyrrolidin-2-yl]hydroxymethyl]-imidazo[5,1-b]thiazole (4.18 g) was prepared in the same manner as in step a) of Synthesis Example 1, except that 3.39 g of 7-iodoimidazo[5,1-b]thiazole and 4.61 g of (2S,4R)-4-t-butyldimethylsilyloxy-1-(4-nitrobenzyloxycarbonyl)pyrrolidine-2-aldehyde were used as the starting compounds. Starting materials: C(=O)(O)C1C(C(CC1(C)C)=O)C (1-Carboxy-3-oxo-2,5,5-trimethyl-cyclopentane), S(=O)(Cl)Cl.S(=O)(=O)(Cl)Cl (thionyl chloride sulphuryl chloride), CO (methanol). The product is COC(=O)C1=C(C(CC1(C)C)=O)C (1-methoxycarbonyl-3-oxo-2,5,5-trimethyl-cyclopent-1-ene). Reaction SMILES: [C:1]([CH:4]1[C:8]([CH3:10])([CH3:9])[CH2:7][C:6](=[O:11])[CH:5]1[CH3:12])([OH:3])=[O:2].S(Cl)(Cl)=O.S(Cl)(Cl)(=O)=O.[CH3:22]O>>[CH3:22][O:2][C:1]([C:4]1[C:8]([CH3:9])([CH3:10])[CH2:7][C:6](=[O:11])[C:5]=1[CH3:12])=[O:3] |f:1.2|. Reported procedure: 1-Carboxy-3-oxo-2,5,5-trimethyl-cyclopentane is first dehydrogenated and halogenated and subsequently esterified by treatment with thionyl chloride/sulphuryl chloride followed by the addition of methanol. The 1-methoxycarbonyl-3-oxo-2,5,5-trimethyl-cyclopent-1-ene obtained is then reduced with the aid of a reducing agent (e.g. sodium borohydride) firstly to 1-methoxycarbonyl-3-hydroxy-2,5,5-trimethyl-cyclopent-1-ene and subsequently with the aid of diisobutyl aluminum hydride to 1-hydroxymethyl-... The reactants are C(CCCCCCCCCCCCCCCCCCCCC)OC1=CC=C(C(=O)OC)C=C1 (methyl 4-docosyloxybenzoate), C(CCCCCCCCCCCCCCCCC)OC1=CC=C(C(=O)O)C=C1 (4-octadecyloxybenzoic acid). The product is C(CCCCCCCCCCCCCCCCCCCCC)OC1=CC=C(C(=O)O)C=C1 (4-Docosyloxybenzoic acid). RXN SMILES: [CH2:1]([O:23][C:24]1[CH:33]=[CH:32][C:27]([C:28]([O:30]C)=[O:29])=[CH:26][CH:25]=1)[CH2:2][CH2:3][CH2:4][CH2:5][CH2:6][CH2:7][CH2:8][CH2:9][CH2:10][CH2:11][CH2:12][CH2:13][CH2:14][CH2:15][CH2:16][CH2:17][CH2:18][CH2:19][CH2:20][CH2:21][CH3:22].C(OC1C=CC(C(O)=O)=CC=1)CCCCCCCCCCCCCCCCC>>[CH2:1]([O:23][C:24]1[CH:25]=[CH:26][C:27]([C:28]([OH:30])=[O:29])=[CH:32][CH:33]=1)[CH2:2][CH2:3][CH2:4][CH2:5][CH2:6][CH2:7][CH2:8][CH2:9][CH2:10][CH2:11][CH2:12][CH2:13][CH2:14][CH2:15][CH2:16][CH2:17][CH2:18][CH2:19][CH2:20][CH2:21][CH3:22]. Procedure: This compound was prepared by hydrolysis of methyl 4-docosyloxybenzoate in a manner analogous to that described above for 4-octadecyloxybenzoic acid.